This data is from the Open Reaction Database (ORD), a public repository of structured organic reaction records. The task is: describe an organic reaction: reactants, conditions, products, and yield Starting materials: C(#N)[BH3-].[Na+] (sodium cyanoborohydride), Cl.Cl.COC1=CC(=NC2=CC=CC=C12)NCCCN (N′-(4-methoxyquinolin-2-yl)propane-1,3-diamine dihydrochloride), C[O-].[Na+] (sodium methoxide), C(C1=CC=CC=C1)N1C=C(C2=CC=CC=C12)C=O (1-benzyl-3-indole carboxaldehyde). The reagents and catalysts are C(C)(=O)O (acetic acid). Solvent: CO (methanol), CO (methanol), CO (methanol). Reaction conditions: time 24 hour. Product: C(C1=CC=CC=C1)N1C=C(C2=CC=CC=C12)CNCCCNC1=NC2=CC=CC=C2C(=C1)OC (N-(1-benzyl-1H-indol-3-ylmethyl)-N′-(4-methoxyquinolin-2-yl)propane-1,3-diamine). Isolated yield 42.4%. Reaction SMILES: Cl.Cl.[CH3:3][O:4][C:5]1[C:14]2[C:9](=[CH:10][CH:11]=[CH:12][CH:13]=2)[N:8]=[C:7]([NH:15][CH2:16][CH2:17][CH2:18][NH2:19])[CH:6]=1.C[O-].[Na+].[CH2:23]([N:30]1[C:38]2[C:33](=[CH:34][CH:35]=[CH:36][CH:37]=2)[C:32]([CH:39]=O)=[CH:31]1)[C:24]1[CH:29]=[CH:28][CH:27]=[CH:26][CH:25]=1.C([BH3-])#N.[Na+]>CO.C(O)(=O)C>[CH2:23]([N:30]1[C:38]2[C:33](=[CH:34][CH:35]=[CH:36][CH:37]=2)[C:32]([CH2:39][NH:19][CH2:18][CH2:17][CH2:16][NH:15][C:7]2[CH:6]=[C:5]([O:4][CH3:3])[C:14]3[C:9](=[CH:10][CH:11]=[CH:12][CH:13]=3)[N:8]=2)=[CH:31]1)[C:24]1[CH:25]=[CH:26][CH:27]=[CH:28][CH:29]=1 |f:0.1.2,3.4,6.7|. Reported procedure: A solution of N′-(4-methoxyquinolin-2-yl)propane-1,3-diamine dihydrochloride (200 mg, 0.66 mmol) [4a] in methanol (50 ml) was treated with glacial acetic acid (20 drops) and sodium methoxide (95%, 71 mg, 1.31 mmol) followed by a solution of 1-benzyl-3-indole carboxaldehyde (155 mg, 0.66 mmol) in methanol (5.0 ml). The reaction stirred at ambient temperature for 24 hours then was treated with a solution of sodium cyanoborohydride (83 mg, 1.31 mmol) in methanol (2.0 ml). The reaction stirred at am... Starting materials: CO, OC1COC(O)C(F)C1O, O=S(=O)(O)O. Product: OCC1OC(O)C(F)C1O. RXN SMILES: [CH3:16][OH:17].[F:1][CH:2]1[CH:3]([OH:4])[O:5][CH2:6][CH:7]([OH:10])[CH:8]1[OH:9].[S:11](=[O:12])(=[O:13])([OH:14])[OH:15]>>[F:1][CH:2]1[CH:3]([OH:4])[O:10][CH:7]([CH2:6][OH:5])[CH:8]1[OH:9]. Reactants: IC1=CC(NC=C1)=O (4-iodopyridin-2(1H)-one), FC(S(=O)(=O)OCCF)(F)F (2-fluoroethyl trifluoromethanesulfonate). The product is FCCN1C(C=C(C=C1)I)=O (1-(2-fluoroethyl)-4-iodopyridin-2(1H)-one). As a reaction SMILES: [I:1][C:2]1[CH:7]=[CH:6][NH:5][C:4](=[O:8])[CH:3]=1.FC(F)(F)S(O[CH2:15][CH2:16][F:17])(=O)=O>>[F:17][CH2:16][CH2:15][N:5]1[CH:6]=[CH:7][C:2]([I:1])=[CH:3][C:4]1=[O:8]. Procedure: 1-(2-fluoroethyl)-4-iodopyridin-2(1H)-one was prepared from 4-iodopyridin-2(1H)-one and 2-fluoroethyl trifluoromethanesulfonate following a procedure analogous to that described in Example 20 Step 1.